From a dataset of the Open Reaction Database (ORD), a public repository of structured organic reaction records. describe an organic reaction: reactants, conditions, products, and yield As a reaction SMILES: [F:1][C:2]1[CH:7]=[CH:6][CH:5]=[C:4]([F:8])[C:3]=1[S:9]([NH-:12])(=[O:11])=[O:10].[O-:13][C:14]#[N:15].[K+]>C(O)C>[F:1][C:2]1[CH:7]=[CH:6][CH:5]=[C:4]([F:8])[C:3]=1[S:9]([NH:12][C:14]([NH2:15])=[O:13])(=[O:10])=[O:11] |f:1.2|. Solvent: C(C)O (ethanol). Procedure details: 2,6-Difluorophenylsulphonylamide in an amount of 9.65 g and 6.5 g of potassium cyanate in 100 ml of ethanol are refluxed for 3 hours. After dilution with water and filtration while hot the solution is acidified with 5 ml of conc. hydrochloric acid. The desired N-(2,6-difluorophenylsulphonyl)urea is obtained in a yield of 10.0 g; melting point 198° C. (decomp.) Reactants: FC1=C(C(=CC=C1)F)S(=O)(=O)[NH-] (2,6-Difluorophenylsulphonylamide), [O-]C#N.[K+] (potassium cyanate). Yields the product FC1=C(C(=CC=C1)F)S(=O)(=O)NC(=O)N (N-(2,6-difluorophenylsulphonyl)urea).